Dataset: the Open Reaction Database (ORD), a public repository of structured organic reaction records. Task: describe an organic reaction: reactants, conditions, products, and yield As a reaction SMILES: [CH3:1][O:2][CH2:3][C:4]#[C:5][c:6]1[n:7][cH:8][cH:9][cH:10][cH:11]1.[CH3:26][CH2:27][O:28][CH2:29][CH3:30].[Cl:31][CH2:32][Cl:33].[c:12]1([CH3:25])[c:13]([S:20](=[O:21])(=[O:22])[O:23][NH2:24])[c:14]([CH3:19])[cH:15][c:16]([CH3:18])[cH:17]1>>[CH3:1][O:2][CH2:3][C:4]#[C:5][c:6]1[n+:7]([NH2:24])[cH:8][cH:9][cH:10][cH:11]1.[c:12]1([CH3:25])[c:13]([S:20](=[O:21])(=[O:22])[O-:23])[c:14]([CH3:19])[cH:15][c:16]([CH3:18])[cH:17]1. Reactants: COCC#Cc1ccccn1, CCOCC, ClCCl, Cc1cc(C)c(S(=O)(=O)ON)c(C)c1. Yields the product COCC#Cc1cccc[n+]1N, Cc1cc(C)c(S(=O)(=O)[O-])c(C)c1. Starting materials: FC=1C=C(CNC(NC=2SC=C(N2)CN(C(=O)C2=C(N=NC(=C2)OC)Cl)C)=O)C=CC1 (3-Chloro-6-methoxypyridazine-4-carboxylic acid {2-[3-(3-fluoro-benzyl)-ureido]-thiazol-4-ylmethyl}-methyl-amide), CNC (dimethylamine). The solvent is O1CCOCC1 (1,4-dioxane). Product: CN(C=1N=NC(=CC1C(=O)N(C)CC=1N=C(SC1)NC(=O)NCC1=CC(=CC=C1)F)OC)C (3-(dimethylamino)-N-((2-(3-(3-fluorobenzyl)ureido)thiazol-4-yl)methyl)-6-methoxy-N-methylpyridazine-4-carboxamide). As a reaction SMILES: [F:1][C:2]1[CH:3]=[C:4]([CH:29]=[CH:30][CH:31]=1)[CH2:5][NH:6][C:7](=[O:28])[NH:8][C:9]1[S:10][CH:11]=[C:12]([CH2:14][N:15]([CH3:27])[C:16]([C:18]2[CH:23]=[C:22]([O:24][CH3:25])[N:21]=[N:20][C:19]=2Cl)=[O:17])[N:13]=1.[CH3:32][NH:33][CH3:34]>O1CCOCC1>[CH3:32][N:33]([CH3:34])[C:19]1[N:20]=[N:21][C:22]([O:24][CH3:25])=[CH:23][C:18]=1[C:16]([N:15]([CH2:14][C:12]1[N:13]=[C:9]([NH:8][C:7]([NH:6][CH2:5][C:4]2[CH:29]=[CH:30][CH:31]=[C:2]([F:1])[CH:3]=2)=[O:28])[S:10][CH:11]=1)[CH3:27])=[O:17]. Procedure: 3-Chloro-6-methoxypyridazine-4-carboxylic acid {2-[3-(3-fluoro-benzyl)-ureido]-thiazol-4-ylmethyl}-methyl-amide was treated with dimethylamine in 1,4-dioxane to afford the desired product.